describe an organic reaction: reactants, conditions, products, and yield From a dataset of the Open Reaction Database (ORD), a public repository of structured organic reaction records. Starting materials: C(C)OC(=O)C1=CC2=C(N(C(=N2)C=2C=C3C(=CC(=NC3=CC2)C2=CC=CC=C2)Cl)C2CCCCC2)C=C1 (2-(4-chloro-2-phenyl-quinolin-6-yl)-1-cyclohexyl-1H-benzoimidazole-5-carboxylic acid ethyl ester), C(C)(C)(C)OC(NCCN)=O ((2-amino-ethyl)-carbamic acid tert-butyl ester). The product is C(C)(C)(C)OC(=O)NCCNC1=CC(=NC2=CC=C(C=C12)C1=NC2=C(N1C1CCCCC1)C=CC(=C2)C(=O)O)C2=CC=CC=C2 (2-[4-(2-tert-butoxycarbonylamino-ethylamino)-2-phenyl-quinolin-6-yl]-1-cyclohexyl-1H-benzoimidazole-5-carboxylic acid). RXN SMILES: C([O:3][C:4]([C:6]1[CH:37]=[CH:36][C:9]2[N:10]([CH:30]3[CH2:35][CH2:34][CH2:33][CH2:32][CH2:31]3)[C:11]([C:13]3[CH:14]=[C:15]4[C:20](=[CH:21][CH:22]=3)[N:19]=[C:18]([C:23]3[CH:28]=[CH:27][CH:26]=[CH:25][CH:24]=3)[CH:17]=[C:16]4Cl)=[N:12][C:8]=2[CH:7]=1)=[O:5])C.[C:38]([O:42][C:43](=[O:48])[NH:44][CH2:45][CH2:46][NH2:47])([CH3:41])([CH3:40])[CH3:39]>>[C:38]([O:42][C:43]([NH:44][CH2:45][CH2:46][NH:47][C:16]1[C:15]2[C:20](=[CH:21][CH:22]=[C:13]([C:11]3[N:10]([CH:30]4[CH2:35][CH2:34][CH2:33][CH2:32][CH2:31]4)[C:9]4[CH:36]=[CH:37][C:6]([C:4]([OH:5])=[O:3])=[CH:7][C:8]=4[N:12]=3)[CH:14]=2)[N:19]=[C:18]([C:23]2[CH:28]=[CH:27][CH:26]=[CH:25][CH:24]=2)[CH:17]=1)=[O:48])([CH3:41])([CH3:39])[CH3:40]. Procedure: In this reaction 51 mg (0.1 mmol) of crude 2-(4-chloro-2-phenyl-quinolin-6-yl)-1-cyclohexyl-1H-benzoimidazole-5-carboxylic acid ethyl ester were used. The nucleophile used was (2-amino-ethyl)-carbamic acid tert-butyl ester. Yield: 21 mg. The product is C1(CCCCC1)C=C1C(OC(C1)C)=O (3-cyclohexylmethylene-5-methyldihydro-2(3H)-furanone). The yield is 97.8%. As a reaction SMILES: [C:1]([CH:4]1[CH2:8][CH:7]([CH3:9])[O:6][C:5]1=[O:10])(=O)[CH3:2].[OH-].[Na+].[CH:13]1(C=O)[CH2:18][CH2:17]C[CH2:15][CH2:14]1>C(OC(OCC)CC)C>[CH:2]1([CH:1]=[C:4]2[CH2:8][CH:7]([CH3:9])[O:6][C:5]2=[O:10])[CH2:17][CH2:18][CH2:13][CH2:14][CH2:15]1 |f:1.2|. Starting materials: C(C)(=O)C1C(OC(C1)C)=O (3-acetyl-5-methyldihydro-2(3H)-furanone), [OH-].[Na+] (sodium hydroxide), C1(CCCCC1)C=O (cyclohexanecarboxaldehyde). Reported procedure: Example I was repeated using propionaldehyde diethyl acetal as the azeotroping solvent for the reaction. For the reaction 100 ml propionaldehyde diethyl acetal was charged to the reactor with 14.9 g (0.10 mole) 3-acetyl-5-methyldihydro-2(3H)-furanone. The mixture was stirred and 4 g (0.10 mole) powdered sodium hydroxide added. The mixture was allowed to stir for 10 minutes and then heated to reflux for 51/2 hours after which time 14.0 g (0.125 mole) cyclohexanecarboxaldehyde was added over a one... The solvent is C(C)OC(CC)OCC (propionaldehyde diethyl acetal), C(C)OC(CC)OCC (propionaldehyde diethyl acetal).